Dataset: the Open Reaction Database (ORD), a public repository of structured organic reaction records. Task: describe an organic reaction: reactants, conditions, products, and yield The reactants are O=S(=O)(NC1Cc2cc(Br)ccc2N(Cc2ccccc2)C1)c1ccccc1, C1CCOC1, CO, [K+], [K+], O=C([O-])[O-], OB(O)c1ccccc1. The product is O=S(=O)(NC1Cc2cc(-c3ccccc3)ccc2N(Cc2ccccc2)C1)c1ccccc1. RXN SMILES: [CH2:1]([c:2]1[cH:3][cH:4][cH:5][cH:6][cH:7]1)[N:8]1[CH2:9][CH:10]([NH:19][S:20](=[O:21])(=[O:22])[c:23]2[cH:24][cH:25][cH:26][cH:27][cH:28]2)[CH2:11][c:12]2[cH:13][c:14]([Br:18])[cH:15][cH:16][c:17]21.[CH2:44]1[O:45][CH2:46][CH2:47][CH2:48]1.[CH3:49][OH:50].[K+:38].[K+:39].[O-:40][C:41]([O-:42])=[O:43].[OH:29][B:30]([OH:31])[c:32]1[cH:33][cH:34][cH:35][cH:36][cH:37]1>>[CH2:1]([c:2]1[cH:3][cH:4][cH:5][cH:6][cH:7]1)[N:8]1[CH2:9][CH:10]([NH:19][S:20](=[O:21])(=[O:22])[c:23]2[cH:24][cH:25][cH:26][cH:27][cH:28]2)[CH2:11][c:12]2[cH:13][c:14](-[c:32]3[cH:33][cH:34][cH:35][cH:36][cH:37]3)[cH:15][cH:16][c:17]21. Reactants: SC1=CN=NN1 (5-mercapto-1H-1,2,3-triazole), CO (methanol), ClCC(C[Si](OC)(OC)OC)C1=CC=CC=C1 (((chloromethyl)phenylethyl)-trimethoxysilane). Reaction conditions: time 5 minute. Yields the product CO[Si](CCC1=CC=C(CSC2=CN=NN2)C=C1)(OC)OC (5-(4-(2-(trimethoxysilyl)ethyl)benzylthio)-1H-1,2,3-triazole). The yield is 64.8%. As a reaction SMILES: [SH:1][C:2]1[NH:6][N:5]=[N:4][CH:3]=1.ClC[CH:9]([C:18]1[CH:23]=[CH:22][CH:21]=[CH:20][CH:19]=1)[CH2:10][Si:11]([O:16][CH3:17])([O:14][CH3:15])[O:12][CH3:13].[CH3:24]O>>[CH3:17][O:16][Si:11]([O:12][CH3:13])([O:14][CH3:15])[CH2:10][CH2:9][C:18]1[CH:19]=[CH:20][C:21]([CH2:24][S:1][C:2]2[NH:6][N:5]=[N:4][CH:3]=2)=[CH:22][CH:23]=1. Procedure: 10 mmole of 5-mercapto-1H-1,2,3-triazole (sodium salt) was dissolved in 20 ml methanol and stirred for 5 minutes. 10 mmole of ((chloromethyl)phenylethyl)-trimethoxysilane was added to the solution, and stirred for 6 hours. The white precipitate was removed by filtration, the solvent in the filtrate was removed in vacuum. The filtrate was dissolved in small amount of methanol, and separated with a Si gel column (solvents: 5 ethylacetate/5 hexane in volume). 2.2 g product as liquid was obtained. Y... Starting materials: CSCC=1C=CC=C2C(=CNC12)C(CC(=O)OCC)C1=CC2=CC=CC=C2C=C1 (Ethyl 3-{7-[(methylsulfanyl)methyl]-1H-indol-3-yl}-3-(naphthalen-2-yl)propanoate), solution, [H-].[Al+3].[Li+].[H-].[H-].[H-] (lithium aluminum hydride), Cl (hydrochloric acid), C(C)(=O)OCC (ethyl acetate). The solvent is O1CCCC1 (tetrahydrofuran), O1CCCC1 (tetrahydrofuran), O1CCCC1 (tetrahydrofuran). Conditions: time 15 minute. Product: CSCC=1C=CC=C2C(=CNC12)C(CCO)C1=CC2=CC=CC=C2C=C1 (3-{7-[(Methylsulfanyl)methyl]-1H-indol-3-yl}-3-(naphthalen-2-yl)propan-1-ol). RXN SMILES: [CH3:1][S:2][CH2:3][C:4]1[CH:5]=[CH:6][CH:7]=[C:8]2[C:12]=1[NH:11][CH:10]=[C:9]2[CH:13]([C:20]1[CH:29]=[CH:28][C:27]2[C:22](=[CH:23][CH:24]=[CH:25][CH:26]=2)[CH:21]=1)[CH2:14][C:15](OCC)=[O:16].[H-].[Al+3].[Li+].[H-].[H-].[H-].Cl.C(OCC)(=O)C>O1CCCC1>[CH3:1][S:2][CH2:3][C:4]1[CH:5]=[CH:6][CH:7]=[C:8]2[C:12]=1[NH:11][CH:10]=[C:9]2[CH:13]([C:20]1[CH:29]=[CH:28][C:27]2[C:22](=[CH:23][CH:24]=[CH:25][CH:26]=2)[CH:21]=1)[CH2:14][CH2:15][OH:16] |f:1.2.3.4.5.6|. Reported procedure: A solution of 600 mg (1.49 mmol) of the compound from Example 45A in 15 ml of tetrahydrofuran was added dropwise to 5.2 ml (5.2 mmol) of a 1N solution of lithium aluminum hydride in tetrahydrofuran in 30 ml of tetrahydrofuran at RT under argon. Stirring at RT for 15 min was followed by addition, while cooling in ice, of 1N hydrochloric acid, extraction with ethyl acetate, drying of the organic phase over magnesium sulfate, filtration and concentration. 486 mg (90% of theory) of the title compoun...